Dataset: the Open Reaction Database (ORD), a public repository of structured organic reaction records. Task: describe an organic reaction: reactants, conditions, products, and yield The solvent is O (water). Reactants: C(=O)(O)[C@H](O)[C@@H](O)C(=O)O.N[C@@H]1CNCC1 ((3S)-3-Aminopyrrolidine L(+)-tartrate), [OH-].[Na+] (sodium hydroxide), [Cl-].[K+].[Pt+2].[Cl-].[Cl-] (platinum (II) potassium chloride). Yield: 63.2%. Procedure: (3S)-3-Aminopyrrolidine L(+)-tartrate (236 mg) prepared in Reference Example 1-(2) is dissolved in water (40 ml) and thereto is added sodium hydroxide (80 mg), and the mixture is stirred at room temperature. To the solution is added platinum (II) potassium chloride (415 mg), and the mixture is stirred at room temperature overnight. The precipitated solid is removed by filtration, and the filtrate is concentrated to dryness under reduced pressure. To the residue is added water (2 ml), and the res... Yields the product [Pt+2].Cl[C@@H]1N(CC[C@@H]1N)Cl (cis-dichloro-(3S)-3-aminopyrrolidine platinum (II)). RXN SMILES: C([C@@H]([C@H](C(O)=O)O)O)(O)=O.[NH2:11][C@H:12]1[CH2:16][CH2:15][NH:14][CH2:13]1.[OH-].[Na+].[Cl-:19].[K+].[Pt+2:21].[Cl-:22].[Cl-]>O>[Pt+2:21].[Cl:19][C@H:13]1[C@@H:12]([NH2:11])[CH2:16][CH2:15][N:14]1[Cl:22] |f:0.1,2.3,4.5.6.7.8,10.11|. Reactants: C(C)(=O)O (acetic acid), Cl (hydrochloride), CC1(C(N(C2=CC=CC=C12)CCN1CC=C(CC1)C1=CNC2=C(C=CC=C12)F)=O)C (3,3-Dimethyl-1-{2-[4-(7-fluoroindol-3-yl)-1,2,5,6-tetrahydro-1-pyridyl]-1-ethyl}-1,3-dihydro-2H-indol-2-one), [H][H] (Hydrogen). Reagents/catalysts: [Pt]=O.C (platinum oxide charcoal). The solvent is C(C)O (ethanol). The product is Cl.CC1(C(N(C2=CC=CC=C12)CCN1CCC(CC1)C1=CNC2=C(C=CC=C12)F)=O)C (3,3-Dimethyl-1-{2-[4-(7-fluoroindol-3-yl)-1-piperidinyl]-1-ethyl)-1,3-dihydro-2H-indol-2-one Monohydrochloride). Reaction SMILES: [CH3:1][C:2]1([CH3:30])[C:10]2[C:5](=[CH:6][CH:7]=[CH:8][CH:9]=2)[N:4]([CH2:11][CH2:12][N:13]2[CH2:18][CH2:17][C:16]([C:19]3[C:27]4[C:22](=[C:23]([F:28])[CH:24]=[CH:25][CH:26]=4)[NH:21][CH:20]=3)=[CH:15][CH2:14]2)[C:3]1=[O:29].C(O)(=O)C.[H][H].[ClH:37]>C(O)C.[Pt]=O.C>[ClH:37].[CH3:1][C:2]1([CH3:30])[C:10]2[C:5](=[CH:6][CH:7]=[CH:8][CH:9]=2)[N:4]([CH2:11][CH2:12][N:13]2[CH2:14][CH2:15][CH:16]([C:19]3[C:27]4[C:22](=[C:23]([F:28])[CH:24]=[CH:25][CH:26]=4)[NH:21][CH:20]=3)[CH2:17][CH2:18]2)[C:3]1=[O:29] |f:5.6,7.8|. Reported procedure: 3,3-Dimethyl-1-{2-[4-(7-fluoroindol-3-yl)-1,2,5,6-tetrahydro-1-pyridyl]-1-ethyl}-1,3-dihydro-2H-indol-2-one (0.6 g, 1.36 mmol) dissolved in ethanol (40 mls) and acetic acid (4 mls) was added to 10% platinum oxide/charcoal. Hydrogen was admitted for 12 h at 60 psi the catalyst was then removed by filtration, the catalyst washed with ethanol (3×75 mls), concentrated in vacuo and the resulting oil purified by column chromatography on silica with ethyl acetate/Hexane. The fractions containing produc... The reactants are [OH-].[Na+] (sodium hydroxide), C(C=C)S (allyl thiol), C(C)(=O)OC1C(C(N1)=O)CC (4-acetoxy-3-ethylazetidin-2-one). Solvent: O (water), O (water). Conditions: time 20 minute. Yields the product C(C=C)SC1C(C(N1)=O)CC (4-Allylthio-3-ethylazetidin-2-one). RXN SMILES: [OH-].[Na+].[CH2:3]([SH:6])[CH:4]=[CH2:5].C(O[CH:11]1[NH:14][C:13](=[O:15])[CH:12]1[CH2:16][CH3:17])(=O)C>O>[CH2:3]([S:6][CH:11]1[NH:14][C:13](=[O:15])[CH:12]1[CH2:16][CH3:17])[CH:4]=[CH2:5] |f:0.1|. Procedure details: To a stirred solution of 3.2 g of sodium hydroxide in 40 ml of water under an argon atmosphere were added 8 ml of allyl thiol (about 85% pure). After 20 minutes of further stirring, a solution of 12.5 g of 4-acetoxy-3-ethylazetidin-2-one in 20 ml of water was added and the mixture was stirred for a further 15 minutes, and then extracted into dichloromethane. The organic extracts were washed with water, were dried over MgSO4, and evaporated in vacuo to dryness. Chromatography over silica gel, elu... Procedure details: To a suspension of 20% Pd(OH)2 (500 mg) and sodium acetate (368 mg, 4.5 mmol) and absolute EtOH (100 mL) under N2 in a 230 mL Corning shaker bottle was added {2-[4-(3,5-dichloro-2-trifluoromethylpyridin-4-yloxy)-phenyl]-ethyl}-(5,8-difluoroquinazolin-4-yl)-amine (1.15 g, 2.2 mmol). After deaerating, the bottle was charged with H2 (57 psig initial pressure) and shaken at room temp on Parr apparatus. After 24 h, another aliquot of 20% Pd(OH)2 was added, and the bottle was recharged with H2. After ... The yield is 39.7%. Reagents/catalysts: [OH-].[OH-].[Pd+2] (Pd(OH)2), [OH-].[OH-].[Pd+2] (Pd(OH)2). Solvent: CCO (EtOH). Reactants: C(C)(=O)[O-].[Na+] (sodium acetate), ClC=1C(=NC=C(C1OC1=CC=C(C=C1)CCNC1=NC=NC2=C(C=CC(=C12)F)F)Cl)C(F)(F)F ({2-[4-(3,5-dichloro-2-trifluoromethylpyridin-4-yloxy)-phenyl]-ethyl}-(5,8-difluoroquinazolin-4-yl)-amine). Reaction SMILES: C([O-])(=O)C.[Na+].Cl[C:7]1[C:8]([C:36]([F:39])([F:38])[F:37])=[N:9][CH:10]=[C:11](Cl)[C:12]=1[O:13][C:14]1[CH:19]=[CH:18][C:17]([CH2:20][CH2:21][NH:22][C:23]2[C:32]3[C:27](=[C:28]([F:34])[CH:29]=[CH:30][C:31]=3[F:33])[N:26]=[CH:25][N:24]=2)=[CH:16][CH:15]=1>[OH-].[OH-].[Pd+2].CCO>[F:33][C:31]1[CH:30]=[CH:29][C:28]([F:34])=[C:27]2[C:32]=1[C:23]([NH:22][CH2:21][CH2:20][C:17]1[CH:16]=[CH:15][C:14]([O:13][C:12]3[CH:11]=[CH:10][N:9]=[C:8]([C:36]([F:39])([F:37])[F:38])[CH:7]=3)=[CH:19][CH:18]=1)=[N:24][CH:25]=[N:26]2 |f:0.1,3.4.5|. Yields the product FC1=C2C(=NC=NC2=C(C=C1)F)NCCC1=CC=C(C=C1)OC1=CC(=NC=C1)C(F)(F)F ((5,8-difluoroquinazolin-4-yl)-{2-[4-(2-trifluoromethylpyridin-4-yloxy)-phenyl]-ethyl}-amine). Run at time 24 hour. Reactants: CC(C)(C)OC(=O)NCCC(=O)NCCC(=O)O, O=S(=O)(CCN1CCC(Cc2ccccc2)C(O)C1)c1ccc(O)cc1. The product is CC(C)(C)OC(=O)NCCC(=O)NCCC(=O)Oc1ccc(S(=O)(=O)CCN2CCC(Cc3ccccc3)C(O)C2)cc1. RXN SMILES: [C:27]([CH3:28])([CH3:29])([CH3:30])[O:31][C:32](=[O:33])[NH:34][CH2:35][CH2:36][C:37](=[O:38])[NH:39][CH2:40][CH2:41][C:42](=[O:43])[OH:44].[CH2:1]([c:2]1[cH:3][cH:4][cH:5][cH:6][cH:7]1)[CH:8]1[CH:9]([OH:26])[CH2:10][N:11]([CH2:14][CH2:15][S:16](=[O:17])(=[O:18])[c:19]2[cH:20][cH:21][c:22]([OH:25])[cH:23][cH:24]2)[CH2:12][CH2:13]1>>[CH2:1]([c:2]1[cH:3][cH:4][cH:5][cH:6][cH:7]1)[CH:8]1[CH:9]([OH:26])[CH2:10][N:11]([CH2:14][CH2:15][S:16](=[O:17])(=[O:18])[c:19]2[cH:20][cH:21][c:22]([O:25][C:42]([CH2:41][CH2:40][NH:39][C:37]([CH2:36][CH2:35][NH:34][C:32]([O:31][C:27]([CH3:28])([CH3:29])[CH3:30])=[O:33])=[O:38])=[O:43])[cH:23][cH:24]2)[CH2:12][CH2:13]1. Starting materials: C1CCOC1, CC(C)c1noc(N2CCC(O)CC2)n1, CS(=O)(=O)c1ccc(-n2ncc3c(Cl)ncnc32)c(F)c1, [H-], [Na+], O. The product is CC(C)c1noc(N2CCC(Oc3ncnc4c3cnn4-c3ccc(S(C)(=O)=O)cc3F)CC2)n1. As a reaction SMILES: [CH2:40]1[O:41][CH2:42][CH2:43][CH2:44]1.[CH:1]([CH3:2])([CH3:3])[c:4]1[n:5][o:6][c:7]([N:9]2[CH2:10][CH2:11][CH:12]([OH:15])[CH2:13][CH2:14]2)[n:8]1.[Cl:18][c:19]1[c:20]2[c:21]([n:22][cH:23][n:24]1)[n:25](-[c:28]1[c:29]([F:38])[cH:30][c:31]([S:34](=[O:35])(=[O:36])[CH3:37])[cH:32][cH:33]1)[n:26][cH:27]2.[H-:16].[Na+:17].[OH2:39]>>[CH:1]([CH3:2])([CH3:3])[c:4]1[n:5][o:6][c:7]([N:9]2[CH2:10][CH2:11][CH:12]([O:15][c:19]3[c:20]4[c:21]([n:22][cH:23][n:24]3)[n:25](-[c:28]3[c:29]([F:38])[cH:30][c:31]([S:34](=[O:35])(=[O:36])[CH3:37])[cH:32][cH:33]3)[n:26][cH:27]4)[CH2:13][CH2:14]2)[n:8]1. Reactants: NC1=C(C(N(C(N1C)=O)CC1=CC=C(C=C1)OC)=O)NC(CCCOC1=CC(=CC=C1)OC(F)(F)F)=O (N-(6-amino-3-(4-methoxybenzyl)-1-methyl-2,4-dioxo-1,2,3,4-tetrahydropyrimidin-5-yl)-4-(3-(trifluoromethoxy)phenoxy)butanamide), [OH-].[Na+] (NaOH), [Cl-].[NH4+] (ammonium chloride). Solvent: C(C)O (ethanol). Reaction conditions: temperature 80 celsius, time 3 hour. Product: COC1=CC=C(CN2C(N(C=3N=C(NC3C2=O)CCCOC2=CC(=CC=C2)OC(F)(F)F)C)=O)C=C1 (1-(4-methoxybenzyl)-3-methyl-8-(3-(3-(trifluoromethoxy)phenoxy)propyl)-1H-purine-2,6(3H,7H)-dione). The yield is 89.8%. Reaction SMILES: [NH2:1][C:2]1[N:7]([CH3:8])[C:6](=[O:9])[N:5]([CH2:10][C:11]2[CH:16]=[CH:15][C:14]([O:17][CH3:18])=[CH:13][CH:12]=2)[C:4](=[O:19])[C:3]=1[NH:20][C:21](=O)[CH2:22][CH2:23][CH2:24][O:25][C:26]1[CH:31]=[CH:30][CH:29]=[C:28]([O:32][C:33]([F:36])([F:35])[F:34])[CH:27]=1.[OH-].[Na+].[Cl-].[NH4+]>C(O)C>[CH3:18][O:17][C:14]1[CH:15]=[CH:16][C:11]([CH2:10][N:5]2[C:4](=[O:19])[C:3]3[NH:20][C:21]([CH2:22][CH2:23][CH2:24][O:25][C:26]4[CH:31]=[CH:30][CH:29]=[C:28]([O:32][C:33]([F:36])([F:35])[F:34])[CH:27]=4)=[N:1][C:2]=3[N:7]([CH3:8])[C:6]2=[O:9])=[CH:12][CH:13]=1 |f:1.2,3.4|. Procedure: To a solution of N-(6-amino-3-(4-methoxybenzyl)-1-methyl-2,4-dioxo-1,2,3,4-tetrahydropyrimidin-5-yl)-4-(3-(trifluoromethoxy)phenoxy)butanamide (150 mg, 0.287 mmol) in ethanol (7 mL) was added 2N NaOH (1 mL). The mixture was stirred at 80° C. for 3 h. The reaction was neutralized with saturated ammonium chloride and the product precipitated. The solids were collected and washed with water. The solids were dissolved in ethyl acetate, dried over sodium sulfate and concentrated to give 1-(4-methoxyb... The reactants are C(N)(=O)C1=CC=C(S1)C=1C=C2C(=CN(C2=CC1)[Si](C(C)C)(C(C)C)C(C)C)C[C@@H]1N(CCC1)C (5-(5-Carbamoyl-2-thienyl)-3-(1-methylpyrrolidin-2(R)-ylmethyl)-1-triisopropylsilylindole), [F-].C(CCC)[N+](CCCC)(CCCC)CCCC (tetra-n-butylammonium fluoride). Solvent: O1CCCC1 (tetrahydrofuran). Yields the product C(N)(=O)C1=CC=C(S1)C=1C=C2C(=CNC2=CC1)C[C@@H]1N(CCC1)C (5-(5-Carbamoyl-2-thienyl)-3-(1-methylpyrrolidin-2(R)-ylmethyl)-1H-indole). Reaction SMILES: [C:1]([C:4]1[S:8][C:7]([C:9]2[CH:10]=[C:11]3[C:15](=[CH:16][CH:17]=2)[N:14]([Si](C(C)C)(C(C)C)C(C)C)[CH:13]=[C:12]3[CH2:28][C@H:29]2[CH2:33][CH2:32][CH2:31][N:30]2[CH3:34])=[CH:6][CH:5]=1)(=[O:3])[NH2:2].[F-].C([N+](CCCC)(CCCC)CCCC)CCC>O1CCCC1>[C:1]([C:4]1[S:8][C:7]([C:9]2[CH:10]=[C:11]3[C:15](=[CH:16][CH:17]=2)[NH:14][CH:13]=[C:12]3[CH2:28][C@H:29]2[CH2:33][CH2:32][CH2:31][N:30]2[CH3:34])=[CH:6][CH:5]=1)(=[O:3])[NH2:2] |f:1.2|. Procedure: 5-(5-Carbamoyl-2-thienyl)-3-(1-methylpyrrolidin-2(R)-ylmethyl)-1-triisopropylsilylindole (see Preparation 61) was reacted with tetra-n-butylammonium fluoride in tetrahydrofuran, using a procedure similar to that described in Example 62. This yielded the title compound as an off-white foam. Found: C,64.93; H,6.33; N,11.60. C19H21N3OS.3/16CH2Cl2 requires: C,64.84; H,6.06; N,11.82%. The reactants are hydrochloride salt, CC1=CC=C(C=C1)S(=O)(=O)OCC1OC2=C(C1)C=CC=C2C2=CC(=CC(=C2)Cl)Cl ((±)-[7-(3,5-dichlorophenyl)-2,3-dihydro-1-benzofuran-2-yl]methyl 4-methylbenzenesulfonate), N(=[N+]=[N-])CC1OC2=C(C1)C=CC=C2C2=CC(=CC(=C2)Cl)Cl ((±)-2-(azidomethyl)-7-(3,5-dichlorophenyl)-2,3-dihydro-1-benzofuran), [N-]=[N+]=[N-] (azide), [N-]=[N+]=[N-].[Na+] (sodium azide), Intermediate 98, C1(=CC=CC=C1)P(C1=CC=CC=C1)C1=CC=CC=C1 (triphenylphosphine). The product is ClC=1C=C(C=C(C1)Cl)C1=CC=CC=2CC(OC21)CN ((±)-1-[7-(3,5-dichlorophenyl)-2,3-dihydro-1-benzofuran-2-yl]methanamine). Isolated yield 49.0%. As a reaction SMILES: CC1C=CC(S(OCC2CC3C=CC=C(C4C=C(Cl)C=C(Cl)C=4)C=3O2)(=O)=O)=CC=1.[N-]=[N+]=[N-].[Na+].[N:34]([CH2:37][CH:38]1[CH2:42][C:41]2[CH:43]=[CH:44][CH:45]=[C:46]([C:47]3[CH:52]=[C:51]([Cl:53])[CH:50]=[C:49]([Cl:54])[CH:48]=3)[C:40]=2[O:39]1)=[N+]=[N-].[N-]=[N+]=[N-].C1(P(C2C=CC=CC=2)C2C=CC=CC=2)C=CC=CC=1>>[Cl:53][C:51]1[CH:52]=[C:47]([C:46]2[C:40]3[O:39][CH:38]([CH2:37][NH2:34])[CH2:42][C:41]=3[CH:43]=[CH:44][CH:45]=2)[CH:48]=[C:49]([Cl:54])[CH:50]=1 |f:1.2|. Procedure details: Treatment of (±)-[7-(3,5-dichlorophenyl)-2,3-dihydro-1-benzofuran-2-yl]methyl 4-methylbenzenesulfonate (0.22 g, 0.498 mmol) with sodium azide (0.08 g, 1.25 mmol) generally according to the procedure described for Intermediate 98 afforded (±)-2-(azidomethyl)-7-(3,5-dichlorophenyl)-2,3-dihydro-1-benzofuran. Treatment of the azide with triphenylphosphine (0.26 g, 0.997 mol) generally according to the procedure described for Example 21 afforded 0.08 g (49%) of (±)-1-[7-(3,5-dichlorophenyl)-2,3-dihyd...